From a dataset of the Open Reaction Database (ORD), a public repository of structured organic reaction records. describe an organic reaction: reactants, conditions, products, and yield Starting materials: CC(C)(C)[Si](C)(C)OCC=O, CO, O=C(O)C(F)(F)F, Nc1ccc([N+](=O)[O-])cc1I. Product: CC(C)(C)[Si](C)(C)OCCNc1ccc([N+](=O)[O-])cc1I. RXN SMILES: [C:12]([CH3:13])([CH3:14])([CH3:15])[Si:16]([O:17][CH2:18][CH:19]=[O:20])([CH3:21])[CH3:22].[CH3:30][OH:31].[F:23][C:24]([F:25])([F:26])[C:27]([OH:28])=[O:29].[I:1][c:2]1[c:3]([NH2:4])[cH:5][cH:6][c:7]([N+:9](=[O:10])[O-:11])[cH:8]1>>[I:1][c:2]1[c:3]([NH:4][CH2:19][CH2:18][O:17][Si:16]([C:12]([CH3:13])([CH3:14])[CH3:15])([CH3:21])[CH3:22])[cH:5][cH:6][c:7]([N+:9](=[O:10])[O-:11])[cH:8]1.